From a dataset of the Open Reaction Database (ORD), a public repository of structured organic reaction records. describe an organic reaction: reactants, conditions, products, and yield Starting materials: C(=O)(C(F)(F)F)O (TFA), FC1=C(C(=C(C=C1OC)OC)F)C1=NC=C2C(=N1)NN=C2I (6-(2,6-difluoro-3,5-dimethoxyphenyl)-3-iodo-1H-pyrazolo[3,4-d]pyrimidine), CC1(OB(OC1(C)C)C=1C=NN(C1)C(C#N)C)C (2-[4-(4,4,5,5-tetramethyl-1,3,2-dioxaborolan-2-yl)-1H-pyrazol-1-yl]propanenitrile). Product: FC1=C(C(=C(C=C1OC)OC)F)C1=NC=C2C(=N1)NN=C2C=2C=NN(C2)C(C#N)C (2-{4-[6-(2,6-Difluoro-3,5-dimethoxyphenyl)-1H-pyrazolo[3,4-d]pyrimidin-3-yl]-1H-pyrazol-1-yl}propanenitrile). As a reaction SMILES: C(O)(C(F)(F)F)=O.[F:8][C:9]1[C:14]([O:15][CH3:16])=[CH:13][C:12]([O:17][CH3:18])=[C:11]([F:19])[C:10]=1[C:20]1[N:25]=[C:24]2[NH:26][N:27]=[C:28](I)[C:23]2=[CH:22][N:21]=1.CC1(C)C(C)(C)OB([C:38]2[CH:39]=[N:40][N:41]([CH:43]([CH3:46])[C:44]#[N:45])[CH:42]=2)O1>>[F:8][C:9]1[C:14]([O:15][CH3:16])=[CH:13][C:12]([O:17][CH3:18])=[C:11]([F:19])[C:10]=1[C:20]1[N:25]=[C:24]2[NH:26][N:27]=[C:28]([C:38]3[CH:39]=[N:40][N:41]([CH:43]([CH3:46])[C:44]#[N:45])[CH:42]=3)[C:23]2=[CH:22][N:21]=1. Procedure details: This compound was prepared as a TFA salt by using procedures analogous to those described for the synthesis of Example 7, Step 3 starting from 6-(2,6-difluoro-3,5-dimethoxyphenyl)-3-iodo-1H-pyrazolo[3,4-d]pyrimidine and 2-[4-(4,4,5,5-tetramethyl-1,3,2-dioxaborolan-2-yl)-1H-pyrazol-1-yl]propanenitrile. LCMS (M+H)+=412.0. Reactants: C(C)(C)(C)OC(=O)N1CC2=CC(=C(C=C2C1)I)C(F)(F)F (5-iodo-6-trifluoromethyl-1,3-dihydro-isoindole-2-carboxylic acid tert-butyl ester), N1CCOCC1 (morpholine). The product is C(C)(C)(C)OC(=O)N1CC2=CC(=C(C=C2C1)N1CCOCC1)C(F)(F)F (5-Morpholin-4-yl-6-trifluoromethyl-1,3-dihydro-isoindole-2-carboxylic acid tert-butyl ester). Reaction SMILES: [C:1]([O:5][C:6]([N:8]1[CH2:16][C:15]2[C:10](=[CH:11][C:12]([C:18]([F:21])([F:20])[F:19])=[C:13](I)[CH:14]=2)[CH2:9]1)=[O:7])([CH3:4])([CH3:3])[CH3:2].[NH:22]1[CH2:27][CH2:26][O:25][CH2:24][CH2:23]1>>[C:1]([O:5][C:6]([N:8]1[CH2:16][C:15]2[C:10](=[CH:11][C:12]([C:18]([F:21])([F:20])[F:19])=[C:13]([N:22]3[CH2:27][CH2:26][O:25][CH2:24][CH2:23]3)[CH:14]=2)[CH2:9]1)=[O:7])([CH3:4])([CH3:3])[CH3:2]. Procedure: Prepared in analogy to Example A3(d) from 5-iodo-6-trifluoromethyl-1,3-dihydro-isoindole-2-carboxylic acid tert-butyl ester (Example A35(d)) and morpholine. White solid. MS (m/e): 373.0 ([M+H]+, 100%). Yields the product Cl, CCCOc1cccc(CNCCc2cccc(-c3ccc(F)cc3)c2)c1. The reactants are CO, ClCCl, CCCOc1cccc(CNCCc2cccc(-c3ccc(F)cc3)c2)c1. Reaction SMILES: [CH3:28][OH:29].[Cl:30][CH2:31][Cl:32].[F:1][c:2]1[cH:3][cH:4][c:5](-[c:8]2[cH:9][c:10]([CH2:14][CH2:15][NH:16][CH2:17][c:18]3[cH:19][c:20]([O:24][CH2:25][CH2:26][CH3:27])[cH:21][cH:22][cH:23]3)[cH:11][cH:12][cH:13]2)[cH:6][cH:7]1>>[ClH:30].[F:1][c:2]1[cH:3][cH:4][c:5](-[c:8]2[cH:9][c:10]([CH2:14][CH2:15][NH:16][CH2:17][c:18]3[cH:19][c:20]([O:24][CH2:25][CH2:26][CH3:27])[cH:21][cH:22][cH:23]3)[cH:11][cH:12][cH:13]2)[cH:6][cH:7]1.